describe an organic reaction: reactants, conditions, products, and yield From a dataset of the Open Reaction Database (ORD), a public repository of structured organic reaction records. The reactants are Cc1c(O)cccc1Br, [BH3-]C#N, CC(N)(CO)CO, CCO, CCOCC, Cl, [Na+], O, O, Cc1ccc(S(=O)(=O)O)cc1, O=Cc1c2ccccc2cc2ccccc12. The product is Cl, CC(CO)(CO)NCc1c2ccccc2cc2ccccc12. As a reaction SMILES: [Br:40][c:41]1[cH:42][cH:43][cH:44][c:45]([OH:46])[c:47]1[CH3:48].[C:36]([BH3-:37])#[N:38].[CH3:17][C:18]([CH2:19][OH:20])([CH2:21][OH:22])[NH2:23].[CH3:50][CH2:51][OH:52].[CH3:53][CH2:54][O:55][CH2:56][CH3:57].[ClH:49].[Na+:39].[OH2:35].[OH2:58].[c:24]1([CH3:25])[cH:26][cH:27][c:28]([S:29]([OH:30])(=[O:31])=[O:32])[cH:33][cH:34]1.[cH:1]1[cH:2][cH:3][cH:4][c:5]2[cH:6][c:7]3[cH:8][cH:9][cH:10][cH:11][c:12]3[c:13]([CH:15]=[O:16])[c:14]12>>[ClH:49].[cH:1]1[cH:2][cH:3][cH:4][c:5]2[cH:6][c:7]3[cH:8][cH:9][cH:10][cH:11][c:12]3[c:13]([CH2:15][NH:23][C:18]([CH3:17])([CH2:19][OH:20])[CH2:21][OH:22])[c:14]12. Yields the product Fc1cccc(C(F)(F)F)c1-c1ccc2[nH]c(C=CC3CCC(F)(F)CC3)nc2c1. As a reaction SMILES: [Br:1][c:2]1[cH:3][c:4]2[c:5]([nH:6][c:7]([CH:9]=[CH:10][CH:11]3[CH2:12][CH2:13][C:14]([F:17])([F:18])[CH2:15][CH2:16]3)[n:8]2)[cH:19][cH:20]1.[CH2:47]([CH2:48][O:49][CH3:50])[O:51][CH3:52].[CH3:41][CH2:42][O:43][C:44](=[O:45])[CH3:46].[F:21][c:22]1[c:23]([B:32]([OH:33])[OH:34])[c:24]([C:28]([F:29])([F:30])[F:31])[cH:25][cH:26][cH:27]1.[Na+:35].[Na+:36].[O-:37][C:38](=[O:39])[O-:40].[OH2:53]>>[c:2]1(-[c:23]2[c:22]([F:21])[cH:27][cH:26][cH:25][c:24]2[C:28]([F:29])([F:30])[F:31])[cH:3][c:4]2[c:5]([nH:6][c:7]([CH:9]=[CH:10][CH:11]3[CH2:12][CH2:13][C:14]([F:17])([F:18])[CH2:15][CH2:16]3)[n:8]2)[cH:19][cH:20]1. The reactants are FC1(F)CCC(C=Cc2nc3cc(Br)ccc3[nH]2)CC1, COCCOC, CCOC(C)=O, OB(O)c1c(F)cccc1C(F)(F)F, [Na+], [Na+], O=C([O-])[O-], O. The reactants are [Al+3], [Br-], CCCC[N+](CCCC)(CCCC)CCCC, COc1ccc2c(c1)CCCC2=O, [Cl-], [Cl-], [Cl-], Cl, N#C[Na], O=[N+]([O-])c1ccccc1. Product: COc1ccc2c(c1)CCC=C2C#N. RXN SMILES: [Al+3:2].[Br-:22].[CH3:23][CH2:24][CH2:25][CH2:26][N+:27]([CH2:28][CH2:29][CH2:30][CH3:31])([CH2:32][CH2:33][CH2:34][CH3:35])[CH2:36][CH2:37][CH2:38][CH3:39].[CH3:9][O:10][c:11]1[cH:12][c:13]2[c:18]([cH:19][cH:20]1)[C:17](=[O:21])[CH2:16][CH2:15][CH2:14]2.[Cl-:1].[Cl-:3].[Cl-:4].[ClH:8].[Na:5][C:6]#[N:7].[O-:40][N+:41]([c:42]1[cH:43][cH:44][cH:45][cH:46][cH:47]1)=[O:48]>>[C:6](#[N:7])[C:17]1=[CH:16][CH2:15][CH2:14][c:13]2[cH:12][c:11]([O:10][CH3:9])[cH:20][cH:19][c:18]21. The reactants are O=C(O)c1ccc2c(C(=O)O)cccc2c1, O=C(O)c1ccc2ccc(C(=O)O)cc2c1, O=C(O)c1ccc2cc(C(=O)O)ccc2c1. Product: O=C(O)c1ccc2ccccc2c1. RXN SMILES: [c:33]1([C:34]([OH:35])=[O:36])[c:37]2[c:38]([cH:39][c:40]([C:41]([OH:42])=[O:43])[cH:44][cH:45]2)[cH:46][cH:47][cH:48]1.[cH:17]1[c:18]2[c:19]([cH:20][cH:21][c:22]([C:23]([OH:24])=[O:25])[cH:26]2)[cH:27][cH:28][c:29]1[C:30]([OH:31])=[O:32].[cH:1]1[c:2]([C:14]([OH:15])=[O:16])[cH:3][cH:4][c:5]2[cH:6][c:7]([C:11](=[O:12])[OH:13])[cH:8][cH:9][c:10]12>>[cH:1]1[cH:2][cH:3][cH:4][c:5]2[cH:6][c:7]([C:11](=[O:12])[OH:13])[cH:8][cH:9][c:10]12. Starting materials: FC1=C(C=C(C=C1)F)[C@@H]1N(CCC1)C(=O)OC(C)(C)C ((R)-tert-butyl 2-(2,5-difluorophenyl)pyrrolidine-1-carboxylate), Cl (HCl), CCOCC (ether). The solvent is O1CCOCC1 (dioxane). Reaction conditions: time 2 hour. Yields the product FC1=C(C=C(C=C1)F)[C@@H]1NCCC1 ((R)-2-(2,5-difluorophenyl)pyrrolidine), hydrochloride salt. Reaction SMILES: [F:1][C:2]1[CH:7]=[CH:6][C:5]([F:8])=[CH:4][C:3]=1[C@H:9]1[CH2:13][CH2:12][CH2:11][N:10]1C(OC(C)(C)C)=O.Cl.CCOCC>O1CCOCC1>[F:1][C:2]1[CH:7]=[CH:6][C:5]([F:8])=[CH:4][C:3]=1[C@H:9]1[CH2:13][CH2:12][CH2:11][NH:10]1. Procedure: To (R)-tert-butyl 2-(2,5-difluorophenyl)pyrrolidine-1-carboxylate (23.9 g, 84.4 mmol) was added 4N HCl in dioxane (56.2 mL). After stirring at ambient temperature for 2 hours, ether (200 mL) was added and the mixture was stirred for 10 minutes. The resulting slurry was filtered, yielding the title compound hydrochloride salt as a white solid (17.2 g). To obtain the free base, the HCl salt product was dispersed in a mixture of EtOAc (200 mL) and NaOH solution (100 mL, 2 N aq.) The layers were sep... As a reaction SMILES: Br[C:2]1[S:3][CH:4]=[CH:5][N:6]=1.C([Li])CCC.[C:12]([Si:16](Cl)([CH3:18])[CH3:17])([CH3:15])([CH3:14])[CH3:13].C(=O)(O)[O-].[Na+]>CCOCC>[Si:16]([C:2]1[S:3][CH:4]=[CH:5][N:6]=1)([C:12]([CH3:15])([CH3:14])[CH3:13])([CH3:18])[CH3:17] |f:3.4|. Conditions: temperature -70 celsius, time 1 hour. Run in CCOCC (ether), CCOCC (ether), CCOCC (ether). Isolated yield 65.9%. Yields the product [Si](C)(C)(C(C)(C)C)C=1SC=CN1 (2-tert-butyldimethylsilylthiazole). Procedure details: A solution of 2-bromothiazole (57.4 g) in ether (70 ml) was added slowly to a solution of n-butyllithium (1.6M solution in hexane, 241 ml) in ether (700 ml) under an atmosphere of argon, maintaining the temperature below -60° C. After stirring for 1 hour at -70° C., a solution of tert-butylchlorodimethylsilane (63.0 g) in ether (70 ml) was added slowly dropwise. The reaction mixture was then allowed to warm to ambient temperature and stirred for 16 hours. Saturated aqueous sodium bicarbonate sol... Starting materials: C(C)(C)(C)[Si](C)(C)Cl (tert-butylchlorodimethylsilane), BrC=1SC=CN1 (2-bromothiazole), C(CCC)[Li] (n-butyllithium), C([O-])(O)=O.[Na+] (sodium bicarbonate). The reactants are C(C1=CC=CC=C1)(C1=CC=CC=C1)N1C(=C(C2=CC(=CC=C12)Cl)CCOC1=CC=C(C(=O)O)C=C1)CCNS(=O)(=O)CC1=CC=CC=C1 (4-[2-(1-Benzhydryl-2-{2-[(benzylsulfonyl)amino]ethyl}-5-chloro-1H-indol-3-yl)ethoxy]benzoic acid), C1(CC1)S(=O)(=O)Cl (cyclopropanesulfonyl chloride). Product: C(C1=CC=CC=C1)(C1=CC=CC=C1)N1C(=C(C2=CC(=CC=C12)Cl)CCOC1=CC=C(C(=O)O)C=C1)CCNS(=O)(=O)C1CC1 (4-[2-(1-benzhydryl-5-chloro-2-{2-[(cyclopropylsulfonyl)amino]ethyl}-1H-indol-3-yl)ethoxy]benzoic acid). The yield is 75.0%. Reaction SMILES: [CH:1]([N:14]1[C:22]2[C:17](=[CH:18][C:19]([Cl:23])=[CH:20][CH:21]=2)[C:16]([CH2:24][CH2:25][O:26][C:27]2[CH:35]=[CH:34][C:30]([C:31]([OH:33])=[O:32])=[CH:29][CH:28]=2)=[C:15]1[CH2:36][CH2:37][NH:38]S(CC1C=CC=CC=1)(=O)=O)([C:8]1[CH:13]=[CH:12][CH:11]=[CH:10][CH:9]=1)[C:2]1[CH:7]=[CH:6][CH:5]=[CH:4][CH:3]=1.[CH:49]1([S:52](Cl)(=[O:54])=[O:53])[CH2:51][CH2:50]1>>[CH:1]([N:14]1[C:22]2[C:17](=[CH:18][C:19]([Cl:23])=[CH:20][CH:21]=2)[C:16]([CH2:24][CH2:25][O:26][C:27]2[CH:35]=[CH:34][C:30]([C:31]([OH:33])=[O:32])=[CH:29][CH:28]=2)=[C:15]1[CH2:36][CH2:37][NH:38][S:52]([CH:49]1[CH2:51][CH2:50]1)(=[O:54])=[O:53])([C:2]1[CH:3]=[CH:4][CH:5]=[CH:6][CH:7]=1)[C:8]1[CH:9]=[CH:10][CH:11]=[CH:12][CH:13]=1. Procedure: To the methyl 4-{2-[2-(2-aminoethyl)-1-benzhydryl-5-chloro-1H-indol-3-yl]ethoxy}benzoate (Step 6, Example 1) was added cyclopropanesulfonyl chloride according to the procedure in Example 1 Step 7 to generate the product in 75% yield. Starting materials: FC=1C=C2CC(C(C2=CC1)=O)CC(=O)O (5-fluoro-2,3-dihydro-1-oxo-1H-indene-2-acetic acid), C(=O)([O-])[O-].[K+].[K+] (K2CO3), N1C=NC=C1 (imidazole), CuO. Solvent: N1=CC=CC=C1 (pyridine). The product is N1(C=NC=C1)C=1C=C2CC(C(C2=CC1)=O)CC(=O)O (2,3-Dihydro-5-(1H-imidazol-1-yl)-1-oxo-1H-indene-2-acetic acid). Isolated yield 39.4%. RXN SMILES: F[C:2]1[CH:3]=[C:4]2[C:8](=[CH:9][CH:10]=1)[C:7](=[O:11])[CH:6]([CH2:12][C:13]([OH:15])=[O:14])[CH2:5]2.C([O-])([O-])=O.[K+].[K+].[NH:22]1[CH:26]=[CH:25][N:24]=[CH:23]1>N1C=CC=CC=1>[N:22]1([C:2]2[CH:3]=[C:4]3[C:8](=[CH:9][CH:10]=2)[C:7](=[O:11])[CH:6]([CH2:12][C:13]([OH:15])=[O:14])[CH2:5]3)[CH:26]=[CH:25][N:24]=[CH:23]1 |f:1.2.3|. Procedure: A mixture of 3.3 g of 5-fluoro-2,3-dihydro-1-oxo-1H-indene-2-acetic acid [prepared by following the procedure of G. Cignarella, M. Loriga, G. A. Pinna, M. A. Pirisi, P. Schaitti, and D. Selva, Il Farmaco, Ed. Sci. 37(2), 133-40 (1981)], 2.2 g of anhydrous K2CO3, 1.65 g of imidazole, and 0.15 g of CuO in 15 ml of pyridine is heated to reflux for 24 hours. The reaction mixture is filtered, the filtrate is diluted with water, and the pH of the solution is adjusted to 5. The solid is filtered, washe... The reactants are CCCCCCC(C)O, OO, [Pt]. Yields the product CCCCCCC(C)=O. As a reaction SMILES: [CH3:1][CH:2]([CH2:3][CH2:4][CH2:5][CH2:6][CH2:7][CH3:8])[OH:9].[OH:10][OH:11].[Pt:12]>>[CH3:1][C:2]([CH2:3][CH2:4][CH2:5][CH2:6][CH2:7][CH3:8])=[O:9]. Reactants: C(C)(C)(C)C1=C(C=CC=C1)OC (1-tert-butyl-2-methoxybenzene), C(C(C)C)C(C(=O)O)=C (2-isobutylacrylic acid), ice. Solvent: O (water). Conditions: temperature 60 celsius. Product: C(C)(C)(C)C1=C(C=C2CC(C(C2=C1)=O)CC(C)C)OC (6-tert-Butyl-2-isobutyl-5-methoxyindan-1-one). Reaction SMILES: [C:1]([C:5]1[CH:10]=[CH:9][CH:8]=[CH:7][C:6]=1[O:11][CH3:12])([CH3:4])([CH3:3])[CH3:2].[CH2:13]([C:17](=[CH2:21])[C:18](O)=[O:19])[CH:14]([CH3:16])[CH3:15]>O>[C:1]([C:5]1[CH:10]=[C:9]2[C:8]([CH2:21][CH:17]([CH2:13][CH:14]([CH3:16])[CH3:15])[C:18]2=[O:19])=[CH:7][C:6]=1[O:11][CH3:12])([CH3:4])([CH3:2])[CH3:3]. Reported procedure: To Iton reagent (obtained from 110 g of P4O10 and 560 ml of methanesulfonic acid at 110° C.) a mixture of 59.4 g (0.362 mol) of 1-tert-butyl-2-methoxybenzene and 51.5 g (0.402 mol) of 2-isobutylacrylic acid was added dropwise at vigorous stirring in such a rate to maintain temperature at 60±1° C. (for ca. 40 min). The resulting mixture was stirred for 40 min at 65° C., cooled to room temperature, and then poured on 1000 cm3 of ice with 1000 cm3 of water. The product was extracted by 3×500 ml of ...